From a dataset of the Open Reaction Database (ORD), a public repository of structured organic reaction records. describe an organic reaction: reactants, conditions, products, and yield Reactants: CCO, O=C1c2ccccc2C(=O)N1CCC=Cc1cccc(Cl)c1, NN, [Na+], [OH-], O. The product is NCCC=Cc1cccc(Cl)c1. As a reaction SMILES: [CH3:28][CH2:29][OH:30].[Cl:1][c:2]1[cH:3][c:4]([CH:8]=[CH:9][CH2:10][CH2:11][N:12]2[C:13](=[O:14])[c:15]3[c:16]([cH:17][cH:18][cH:19][cH:20]3)[C:21]2=[O:22])[cH:5][cH:6][cH:7]1.[NH2:24][NH2:25].[Na+:27].[OH-:26].[OH2:23]>>[Cl:1][c:2]1[cH:3][c:4]([CH:8]=[CH:9][CH2:10][CH2:11][NH2:12])[cH:5][cH:6][cH:7]1. Reactants: BrC=1C=C(C=O)C=CC1OC1CCCCC1 (3-bromo-4-cyclohexyloxy-benzaldehyde), [N+](=O)([O-])CCCCC (1-nitro-pentane), C(CCC)N (n-butyl amine). Run in C1(=CC=CC=C1)C (toluene). The product is BrC1=C(C=CC(=C1)\C=C(/CCCC)\[N+](=O)[O-])OC1CCCCC1 (2-bromo-1-cyclohexyloxy-4-((E)-2-nitro-hex-1-enyl)-benzene). The yield is 70.4%. Reaction SMILES: [Br:1][C:2]1[CH:3]=[C:4]([CH:7]=[CH:8][C:9]=1[O:10][CH:11]1[CH2:16][CH2:15][CH2:14][CH2:13][CH2:12]1)[CH:5]=O.[N+:17]([CH2:20][CH2:21][CH2:22][CH2:23][CH3:24])([O-:19])=[O:18].C(N)CCC>C1(C)C=CC=CC=1>[Br:1][C:2]1[CH:3]=[C:4](/[CH:5]=[C:20](/[N+:17]([O-:19])=[O:18])\[CH2:21][CH2:22][CH2:23][CH3:24])[CH:7]=[CH:8][C:9]=1[O:10][CH:11]1[CH2:16][CH2:15][CH2:14][CH2:13][CH2:12]1. Reported procedure: 3-bromo-4-cyclohexyloxy-benzaldehyde (13 mmol, 3.7 g), 1-nitro-pentane (19.6 mmol, 2.3 g) and n-butyl amine (2.6 mmol, 0.19 g) were dissolved in toluene (5 mL) and refluxed for 48 h. The reaction mixture was cooled, filtered and evaporated the solvent and purified by column chromatography using 2% ethyl acetate in hexane as an eluents to provide 2-bromo-1-cyclohexyloxy-4-((E)-2-nitro-hex-1-enyl)-benzene (3.5 g). Reaction SMILES: Br[C:2]1[CH:3]=[CH:4][C:5]([C:13]([OH:15])=[O:14])=[N:6][C:7]=1[O:8][CH2:9][CH:10]1[CH2:12][CH2:11]1.[NH:16]1[CH2:20][CH2:19][CH2:18][CH2:17]1.C1C=CC(P(C2C(C3C(P(C4C=CC=CC=4)C4C=CC=CC=4)=CC=C4C=3C=CC=C4)=C3C(C=CC=C3)=CC=2)C2C=CC=CC=2)=CC=1.C([O-])([O-])=O.[Cs+].[Cs+]>C1(C)C=CC=CC=1.CO.C1C=CC(/C=C/C(/C=C/C2C=CC=CC=2)=O)=CC=1.C1C=CC(/C=C/C(/C=C/C2C=CC=CC=2)=O)=CC=1.C1C=CC(/C=C/C(/C=C/C2C=CC=CC=2)=O)=CC=1.[Pd].[Pd]>[CH:10]1([CH2:9][O:8][C:7]2[N:6]=[C:5]([C:13]([OH:15])=[O:14])[CH:4]=[CH:3][C:2]=2[N:16]2[CH2:20][CH2:19][CH2:18][CH2:17]2)[CH2:12][CH2:11]1 |f:3.4.5,8.9.10.11.12|. The reactants are BrC=1C=CC(=NC1OCC1CC1)C(=O)O (5-bromo-6-(cyclopropylmethoxy)-pyridine-2-carboxylic acid), N1CCCC1 (pyrrolidine), C=1C=CC(=CC1)P(C=2C=CC=CC2)C3=CC=C4C=CC=CC4=C3C5=C6C=CC=CC6=CC=C5P(C=7C=CC=CC7)C=8C=CC=CC8 (rac-BINAP), C(=O)([O-])[O-].[Cs+].[Cs+] (Cs2CO3). Procedure: A mixture of 5-bromo-6-(cyclopropylmethoxy)-pyridine-2-carboxylic acid (Example 9 d, 600 mg, 2 mmol), pyrrolidine (CAN 123-75-1, 1.57 g 22 mmol), tris(dibenzylidene-acetone)dipalladium (CAN 52409-22-0, 202 mg 0.2 mmol), rac-BINAP (CAN 76189-55-4, 275 mg, 0.4 mmol) and Cs2CO3 (2.88 mg 9 mmol) in toluene (50 mL) was heated to 95° C. for 20 h in a nitrogen atmosphere. Then the mixture was diluted with methanol (30 mL), filtered and the filtrate was evaporated to dryness. The residue was purified by... Conditions: temperature 95 celsius. Reagents/catalysts: C=1C=CC(=CC1)/C=C/C(=O)/C=C/C2=CC=CC=C2.C=1C=CC(=CC1)/C=C/C(=O)/C=C/C2=CC=CC=C2.C=1C=CC(=CC1)/C=C/C(=O)/C=C/C2=CC=CC=C2.[Pd].[Pd] (tris(dibenzylidene-acetone)dipalladium). The yield is 49.6%. Solvent: C1(=CC=CC=C1)C (toluene), CO (methanol). Yields the product C1(CC1)COC1=C(C=CC(=N1)C(=O)O)N1CCCC1 (6-Cyclopropylmethoxy-5-pyrrolidin-1-yl-pyridine-2-carboxylic acid). Procedure: methyl 2-(5-bromo-6-fluoro-1,2,3,4-tetrahydroisoquinolin-1-yl)acetate. MeOH (620 mL) was cooled to −15° C. and conc. Sulfuric acid (73.7 mL, 1383 mmol) was added slowly (exotherm) under cooling. To this solution, methyl 2-(2-acetyl-5-bromo-6-fluoro-1,2,3,4-tetrahydroisoquinolin-1-yl)acetate (47.6 g, 138 mmol) was added and the reaction mixture was stirred under reflux for 96 h. The reaction mixture was cooled to RT and slowly added to a solution of NaHCO3 (244 g) in water (500 mL). The slightly ... Solvent: O (water), CO (MeOH). The product is BrC1=C2CCN3C(C2=CC=C1F)=CC(NCC3=O)=O (9-bromo-10-fluoro-3,4,7,8-tetrahydro-[1,4]diazepino[7,1-a]isoquinoline-2,5-dione). The reactants are C(=O)(O)[O-].[Na+] (NaHCO3), BrC1=C2CCNC(C2=CC=C1F)CC(=O)OC (methyl 2-(5-bromo-6-fluoro-1,2,3,4-tetrahydroisoquinolin-1-yl)acetate), S(O)(O)(=O)=O (Sulfuric acid), C(C)(=O)N1C(C2=CC=C(C(=C2CC1)Br)F)CC(=O)OC (methyl 2-(2-acetyl-5-bromo-6-fluoro-1,2,3,4-tetrahydroisoquinolin-1-yl)acetate). Reaction SMILES: BrC1C(F)=CC=C2C=1CC[NH:6]C2CC(OC)=O.S(=O)(=O)(O)O.[C:23]([N:26]1[CH2:35][CH2:34][C:33]2[C:28](=[CH:29][CH:30]=[C:31]([F:37])[C:32]=2[Br:36])[CH:27]1[CH2:38][C:39]([O:41]C)=O)(=[O:25])[CH3:24].C([O-])(O)=O.[Na+]>O.CO>[Br:36][C:32]1[C:31]([F:37])=[CH:30][CH:29]=[C:28]2[C:33]=1[CH2:34][CH2:35][N:26]1[C:23](=[O:25])[CH2:24][NH:6][C:39](=[O:41])[CH:38]=[C:27]12 |f:3.4|. Starting materials: COC=1C=C(CN)C=CC1OC (3,4-dimethoxy-benzylamine), COC(C1=CC=C(C=C1)C=1N=C(C2=C(N1)SC(=C2)C(F)(F)F)Cl)=O (4-(4-chloro-6-trifluoromethyl-thieno-[2,3-d]-pyrimidin-2-yl)-benzoic acid methylester). Yields the product COC(C1=CC=C(C=C1)C=1N=C(C2=C(N1)SC(=C2)C(F)(F)F)NCC2=CC(=C(C=C2)OC)OC)=O (4-[4-(3,4-dimethoxybenzylamino)-6-trifluoromethyl-thieno-[2,3-d]-pyrimidin-2-yl]-benzoic acid methylester). As a reaction SMILES: [CH3:1][O:2][C:3]1[CH:4]=[C:5]([CH:8]=[CH:9][C:10]=1[O:11][CH3:12])[CH2:6][NH2:7].[CH3:13][O:14][C:15](=[O:36])[C:16]1[CH:21]=[CH:20][C:19]([C:22]2[N:23]=[C:24](Cl)[C:25]3[CH:30]=[C:29]([C:31]([F:34])([F:33])[F:32])[S:28][C:26]=3[N:27]=2)=[CH:18][CH:17]=1>>[CH3:13][O:14][C:15](=[O:36])[C:16]1[CH:21]=[CH:20][C:19]([C:22]2[N:23]=[C:24]([NH:7][CH2:6][C:5]3[CH:8]=[CH:9][C:10]([O:11][CH3:12])=[C:3]([O:2][CH3:1])[CH:4]=3)[C:25]3[CH:30]=[C:29]([C:31]([F:34])([F:33])[F:32])[S:28][C:26]=3[N:27]=2)=[CH:18][CH:17]=1. Procedure details: The reaction procedure as above wherein 3,4-dimethoxy-benzylamine is reacted with 4-(4-chloro-6-trifluoromethyl-thieno-[2,3-d]-pyrimidin-2-yl)-benzoic acid methylester yields 4-[4-(3,4-dimethoxybenzylamino)-6-trifluoromethyl-thieno-[2,3-d]-pyrimidin-2-yl]-benzoic acid methylester The reactants are C(C)NC(=O)C1=CC(=C(C=C1)N1N=NC(=C1)C(=O)OCC)O (ethyl 1-{4-[(ethylamino)carbonyl]-2-hydroxyphenyl}-1H-1,2,3-triazole-4-carboxylate), BrCCCC1=CC=CC=C1 ((3-bromopropyl)benzene), C([O-])([O-])=O.[K+].[K+] (potassium carbonate), O (water). Run in CN(C)C=O (DMF). Reaction conditions: temperature 75 celsius, time 8 hour. The product is C(C)NC(=O)C1=CC(=C(C=C1)N1N=NC(=C1)C(=O)OCC)OCCCC1=CC=CC=C1 (ethyl 1-{4-[(ethylamino)carbonyl]-2-(3-phenylpropoxy)phenyl}-1H-1,2,3-triazole-4-carboxylate). Isolated yield 57.0%. RXN SMILES: [CH2:1]([NH:3][C:4]([C:6]1[CH:11]=[CH:10][C:9]([N:12]2[CH:16]=[C:15]([C:17]([O:19][CH2:20][CH3:21])=[O:18])[N:14]=[N:13]2)=[C:8]([OH:22])[CH:7]=1)=[O:5])[CH3:2].Br[CH2:24][CH2:25][CH2:26][C:27]1[CH:32]=[CH:31][CH:30]=[CH:29][CH:28]=1.C(=O)([O-])[O-].[K+].[K+].O>CN(C=O)C>[CH2:1]([NH:3][C:4]([C:6]1[CH:11]=[CH:10][C:9]([N:12]2[CH:16]=[C:15]([C:17]([O:19][CH2:20][CH3:21])=[O:18])[N:14]=[N:13]2)=[C:8]([O:22][CH2:24][CH2:25][CH2:26][C:27]2[CH:32]=[CH:31][CH:30]=[CH:29][CH:28]=2)[CH:7]=1)=[O:5])[CH3:2] |f:2.3.4|. Reported procedure: To a solution of ethyl 1-{4-[(ethylamino)carbonyl]-2-hydroxyphenyl}-1H-1,2,3-triazole-4-carboxylate (0.30 g) obtained in Example 133c) in DMF (10 ml) were added (3-bromopropyl)benzene (0.18 ml) and potassium carbonate (0.14 g), and the mixture was stirred overnight at 75° C. The reaction mixture was allowed to cool to room temperature, water was added, and the mixture was extracted with ethyl acetate. The organic layer was dried over anhydrous magnesium sulfate, and the solvent was evaporated un... The reactants are COc1cc2c(cc1Br)CC(C)N(C(C)=O)N=C2c1ccc([N+](=O)[O-])c(Cl)c1, CO, ClCCl, NN, O. The product is COc1cc2c(cc1Br)CC(C)N(C(C)=O)N=C2c1ccc(N)c(Cl)c1. RXN SMILES: [C:1]([CH3:2])(=[O:3])[N:4]1[N:5]=[C:6]([c:19]2[cH:20][c:21]([Cl:28])[c:22]([N+:25]([O-:26])=[O:27])[cH:23][cH:24]2)[c:7]2[c:8]([cH:12][c:13]([Br:18])[c:14]([O:16][CH3:17])[cH:15]2)[CH2:9][CH:10]1[CH3:11].[CH3:32][OH:33].[Cl:34][CH2:35][Cl:36].[NH2:30][NH2:31].[OH2:29]>>[C:1]([CH3:2])(=[O:3])[N:4]1[N:5]=[C:6]([c:19]2[cH:20][c:21]([Cl:28])[c:22]([NH2:25])[cH:23][cH:24]2)[c:7]2[c:8]([cH:12][c:13]([Br:18])[c:14]([O:16][CH3:17])[cH:15]2)[CH2:9][CH:10]1[CH3:11]. Reactants: O=C([O-])[O-], C1COCCO1, CC(C)(C)OC(=O)n1cc(B2OC(C)(C)C(C)(C)O2)cn1, Oc1ccc(Cl)cc1I, ClCCl, [K+], [K+], O. The product is CC(C)(C)OC(=O)n1cc(-c2cc(Cl)ccc2O)cn1. Reaction SMILES: [C:10](=[O:11])([O-:12])[O-:13].[CH2:40]1[O:41][CH2:42][CH2:43][O:44][CH2:45]1.[CH3:16][C:17]1([CH3:18])[C:19]([CH3:20])([CH3:21])[O:22][B:23]([c:24]2[cH:25][n:26][n:27]([C:29](=[O:30])[O:31][C:32]([CH3:33])([CH3:34])[CH3:35])[cH:28]2)[O:36]1.[Cl:1][c:2]1[cH:3][c:4]([I:9])[c:5]([OH:8])[cH:6][cH:7]1.[Cl:37][CH2:38][Cl:39].[K+:14].[K+:15].[OH2:46]>>[Cl:1][c:2]1[cH:3][c:4](-[c:24]2[cH:25][n:26][n:27]([C:29](=[O:30])[O:31][C:32]([CH3:33])([CH3:34])[CH3:35])[cH:28]2)[c:5]([OH:8])[cH:6][cH:7]1.